From a dataset of the Open Reaction Database (ORD), a public repository of structured organic reaction records. describe an organic reaction: reactants, conditions, products, and yield Product: C(CC)[C@@H]1CC[C@H](CC1)CC[C@@H]1CC[C@H](CC1)CO (trans-4-(2-(trans-4-propylcyclohexyl)ethyl)cyclohexyl methanol). Procedure: A 70% sodium bis(2-methoxyethoxy)aluminum hydride toluene solution (60.0 g) was added by titration to a toluene solution (100 mL) of ethyl trans-4-(2-(trans-4-propylcyclohexyl)ethyl)cyclohexanecarboxylate (55.1 g), and thereafter, the resultant was continuously stirred until it cooled down to room temperature due to subdued heating. After the reaction was halted by adding ice water to a reaction solution, toluene was added, and concentrated hydrochloric acid was added until the dissolution of th... Starting materials: Cl (hydrochloric acid), ice water, C1(=CC=CC=C1)C.[H-].COCCO[Al+]OCCOC.[Na+].[H-] (sodium bis(2-methoxyethoxy)aluminum hydride toluene), C(CC)[C@@H]1CC[C@H](CC1)CC[C@@H]1CC[C@H](CC1)C(=O)OCC (ethyl trans-4-(2-(trans-4-propylcyclohexyl)ethyl)cyclohexanecarboxylate). Solvent: C1(=CC=CC=C1)C (toluene), C1(=CC=CC=C1)C (toluene). As a reaction SMILES: C1(C)C=CC=CC=1.[H-].COCCO[Al+]OCCOC.[Na+].[H-].[CH2:22]([C@H:25]1[CH2:30][CH2:29][C@H:28]([CH2:31][CH2:32][C@H:33]2[CH2:38][CH2:37][C@H:36]([C:39](OCC)=[O:40])[CH2:35][CH2:34]2)[CH2:27][CH2:26]1)[CH2:23][CH3:24].Cl>C1(C)C=CC=CC=1>[CH2:22]([C@H:25]1[CH2:30][CH2:29][C@H:28]([CH2:31][CH2:32][C@H:33]2[CH2:34][CH2:35][C@H:36]([CH2:39][OH:40])[CH2:37][CH2:38]2)[CH2:27][CH2:26]1)[CH2:23][CH3:24] |f:0.1.2.3.4|. Reactants: COC1=CC=C(CN)C=C1 (4-Methoxybenzylamine), BrC=1C=CC(=C(C(=O)Cl)C1)F (5-bromo-2-fluorobenzoyl chloride), CCN(C(C)C)C(C)C (DIPEA), C(C)OC(C=CN(C)C)=O (Ethyl-3-(dimethylamino)acrylate), desired material. Solvent: C1(=CC=CC=C1)C (toluene). Conditions: temperature 25 celsius, time 16.5 hour. The product is BrC=1C=CC(=C(C(=O)C(C(=O)OCC)=CNCC2=CC=C(C=C2)OC)C1)F (Ethyl 2-(5-bromo-2-fluorobenzoyl)-3-[(4-methoxyphenyl)methylamino]prop-2-enoate). The yield is 109.2%. As a reaction SMILES: [Br:1][C:2]1[CH:3]=[CH:4][C:5]([F:11])=[C:6]([CH:10]=1)[C:7](Cl)=[O:8].CCN(C(C)C)C(C)C.[CH2:21]([O:23][C:24](=[O:30])[CH:25]=[CH:26][N:27]([CH3:29])C)[CH3:22].[CH3:31][O:32][C:33]1[CH:40]=[CH:39][C:36](CN)=[CH:35][CH:34]=1>C1(C)C=CC=CC=1>[Br:1][C:2]1[CH:3]=[CH:4][C:5]([F:11])=[C:6]([CH:10]=1)[C:7]([C:25](=[CH:26][NH:27][CH2:29][C:36]1[CH:39]=[CH:40][C:33]([O:32][CH3:31])=[CH:34][CH:35]=1)[C:24]([O:23][CH2:21][CH3:22])=[O:30])=[O:8]. Procedure: On a larger scale, 5-bromo-2-fluorobenzoyl chloride (4318 g, 4205 g active, 17.71 mol) was charged to the vessel as a solution in toluene (7.5 L). DIPEA (3150 mL, 18.08 mol) was added with no observed exotherm. Ethyl-3-(dimethylamino)acrylate (2532 g, 17.71 mol) was added portion wise over 30 minutes maintaining a batch temperature <40° C. An exotherm from 21-24° C. was noted over the 30 minute addition with a further slow rise to 38° C. over 1 h. The reaction was stirred at 20-30° C. for 16.5 h... The reactants are C(C)(C)O (isopropanol), N (ammonia), NC1=C(NC2=NN(C=C2C(=O)OCC)C)C=CC(=C1)C(F)(F)F (Ethyl 3-(2-amino-4-trifluoromethylanilino)-1-methylpyrazole-4-carboxylate), CN1CCNCC1 (N-methylpiperazine). The reagents and catalysts are [Ti](Cl)(Cl)(Cl)Cl (titanium tetrachloride). Solvent: C1(=CC=CC=C1)OC (anisole), C1(=CC=CC=C1)OC (anisole). Conditions: temperature 65 celsius, time 30 minute. Product: CN1CCN(CC1)C(=O)C=1C(=NN(C1)C)NC1=C(C=C(C=C1)C(F)(F)F)N (4-Methyl-1-(3-[2-amino-4-trifluoromethylanilino]-1-methylpyrazole-4-carbonyl)piperazine). Reaction SMILES: [NH2:1][C:2]1[CH:19]=[C:18]([C:20]([F:23])([F:22])[F:21])[CH:17]=[CH:16][C:3]=1[NH:4][C:5]1[C:9]([C:10](OCC)=[O:11])=[CH:8][N:7]([CH3:15])[N:6]=1.C(O)(C)C.N.[CH3:29][N:30]1[CH2:35][CH2:34][NH:33][CH2:32][CH2:31]1>C1(OC)C=CC=CC=1.[Ti](Cl)(Cl)(Cl)Cl>[CH3:29][N:30]1[CH2:35][CH2:34][N:33]([C:10]([C:9]2[C:5]([NH:4][C:3]3[CH:16]=[CH:17][C:18]([C:20]([F:22])([F:21])[F:23])=[CH:19][C:2]=3[NH2:1])=[N:6][N:7]([CH3:15])[CH:8]=2)=[O:11])[CH2:32][CH2:31]1. Reported procedure: Ethyl 3-(2-amino-4-trifluoromethylanilino)-1-methylpyrazole-4-carboxylate (4.75 g) was stirred in a mixture of N-methylpiperazine (25 ml) and anisole (65 ml). A solution of titanium tetrachloride (4.2 ml) in anisole (20 ml) was added and the mixture was stirred under nitrogen at 65° C. for 30 minutes. A mixture of isopropanol (25 ml) and 0.88 ammonia solution (25 ml) was added and the stirred mixture cooled to 25° C. The precipitate was removed by filtration, washing with ethyl acetate. The comb... Reactants: C1OC2(CCC(CC2)N(C)CC2=CC=C(C=C2)NC(=O)C=2CCS(C3=C(C2)C=C(C=C3)C3=CC2=C(C=C3)OCO2)(=O)=O)OC1 (N-[4-[N-(4,4-ethylenedioxycyclohexyl)-N-methylaminomethyl]phenyl]-7-(3,4-methylenedioxyphenyl)-1,1-dioxo-2,3-dihydro-1-benzothiepine-4-carboxamide), Cl (hydrochloric acid), C([O-])(O)=O.[Na+] (sodium bicarbonate). Solvent: C1CCOC1 (THF). Reaction conditions: time 39 hour. The product is C1OC=2C=C(C=CC2O1)C=1C=CC2=C(C=C(CCS2(=O)=O)C(=O)NC2=CC=C(C=C2)CN(C2CCC(CC2)=O)C)C1 (7-(3,4-methylenedioxyphenyl)-N-[4-[N-methyl-N-(4-oxocyclohexyl)aminomethyl]phenyl]-1,1-dioxo-2,3-dihydro-1-benzothiepine-4-carboxamide). Isolated yield 61.2%. As a reaction SMILES: C1CO[C:3]2([CH2:8][CH2:7][CH:6]([N:9]([CH2:11][C:12]3[CH:17]=[CH:16][C:15]([NH:18][C:19]([C:21]4[CH2:22][CH2:23][S:24](=[O:42])(=[O:41])[C:25]5[CH:31]=[CH:30][C:29]([C:32]6[CH:37]=[CH:36][C:35]7[O:38][CH2:39][O:40][C:34]=7[CH:33]=6)=[CH:28][C:26]=5[CH:27]=4)=[O:20])=[CH:14][CH:13]=3)[CH3:10])[CH2:5][CH2:4]2)[O:2]1.Cl.C(=O)(O)[O-].[Na+]>C1COCC1>[CH2:39]1[O:38][C:35]2[CH:36]=[CH:37][C:32]([C:29]3[CH:30]=[CH:31][C:25]4[S:24](=[O:41])(=[O:42])[CH2:23][CH2:22][C:21]([C:19]([NH:18][C:15]5[CH:16]=[CH:17][C:12]([CH2:11][N:9]([CH3:10])[CH:6]6[CH2:7][CH2:8][C:3](=[O:2])[CH2:4][CH2:5]6)=[CH:13][CH:14]=5)=[O:20])=[CH:27][C:26]=4[CH:28]=3)=[CH:33][C:34]=2[O:40]1 |f:2.3|. Procedure: To a solution of N-[4-[N-(4,4-ethylenedioxycyclohexyl)-N-methylaminomethyl]phenyl]-7-(3,4-methylenedioxyphenyl)-1,1-dioxo-2,3-dihydro-1-benzothiepine-4-carboxamide (100 mg) in THF (10 ml) was added at room temperature 3N hydrochloric acid (1 ml), and the mixture was stirred for 39 hours. To the mixture was added saturated sodium bicarbonate solution, and the mixture was extracted with ethyl acetate. The organic layer was washed with saturated brine, dried with magnesium sulfate and concentrated ... The reactants are C(C1=CC=CC=C1)N1CC(CC1)CC(=C)C (1-Benzyl-3-(2-methyl-propen-3-yl)-pyrrolidine), NaIO4, C1CCOC1 (THF). Reagents/catalysts: O=[Os](=O)(=O)=O (OsO4), O=[Os](=O)(=O)=O (OsO4). Solvent: O (H2O), CCOC(=O)C (EtOAc). Run at time 16 hour. Yields the product C(C1=CC=CC=C1)N1CC(CC1)CC(C)=O (1-Benzyl-3-(2-oxo-1-propyl)-pyrrolidine). Reaction SMILES: [CH2:1]([N:8]1[CH2:12][CH2:11][CH:10]([CH2:13][C:14]([CH3:16])=C)[CH2:9]1)[C:2]1[CH:7]=[CH:6][CH:5]=[CH:4][CH:3]=1.C1C[O:20]CC1>O.CCOC(C)=O.O=[Os](=O)(=O)=O>[CH2:1]([N:8]1[CH2:12][CH2:11][CH:10]([CH2:13][C:14](=[O:20])[CH3:16])[CH2:9]1)[C:2]1[CH:7]=[CH:6][CH:5]=[CH:4][CH:3]=1. Reported procedure: To a rapidly stirred solution of 1-4 (7.0 g, 33 mmol) in THF (200 mL) and H2O (150 mL) was added NaIO4 (21 g, 100 mmol) followed by addition of OsO4 (10 mL; 2.5% solution). After 16 hrs, an additional amount of OsO4 (10 mL) was added, and the reaction was stirred for 6 hrs. The reaction was diluted with EtOAc, washed with sat. NaHCO3 and brine, dried (MgSO4), and concentrated to give 1-5 as a brown oil. Reactants: C(#N)CC(=O)O (cyanoacetic acid), C1(CCCCC1)CNC(=S)NCC1CCCCC1 (1,3-bis(cyclohexylmethyl)thiourea). The solvent is C(C)(=O)OC(C)=O (acetic anhydride). Run at time 1 hour. Product: NC1=CC(N(C(N1CC1CCCCC1)=S)CC1CCCCC1)=O (6-Amino-1,3-bis(cyclohexylmethyl)-1,2-dihydro-2-thioxo-4(3H)-pyrimidinone). Isolated yield 52.0%. RXN SMILES: [C:1]([CH2:3][C:4](O)=[O:5])#[N:2].[CH:7]1([CH2:13][NH:14][C:15]([NH:17][CH2:18][CH:19]2[CH2:24][CH2:23][CH2:22][CH2:21][CH2:20]2)=[S:16])[CH2:12][CH2:11][CH2:10][CH2:9][CH2:8]1>C(OC(=O)C)(=O)C>[NH2:2][C:1]1[N:14]([CH2:13][CH:7]2[CH2:8][CH2:9][CH2:10][CH2:11][CH2:12]2)[C:15](=[S:16])[N:17]([CH2:18][CH:19]2[CH2:24][CH2:23][CH2:22][CH2:21][CH2:20]2)[C:4](=[O:5])[CH:3]=1. Procedure details: A solution of cyanoacetic acid (Aldrich, 1.23 g, 14.3 mmol) and 1,3-bis(cyclohexylmethyl)thiourea (from step (a), 3.50 g, 13.0 mmol) in acetic anhydride (8.1 mL) was stirred at 70° C. for 2 h under nitrogen. Volatiles were removed in vacuo and the residual oil was dried by evaporation of portions of 10% water-ethanol (3×50 mL). The resulting solids were dissolved in ethanol (12 mL)-water (28 mL) at reflux with adjustment of the pH to 11 by addition of 10% aqueous sodium carbonate. After 1 h, the... Starting materials: Cl.NC(=N)N (guanidine hydrochloride), C[O-].[Na+] (sodium methoxide), N1=CC=CC2=C(C=CC=C12)N1N=CC(=C1C1CC1)C(=O)OCC (ethyl 1-(quinolin-5-yl)-5-cyclopropyl-1H-pyrazole-4-carboxylate). Solvent: C(C)O (ethanol), C(C)O (ethanol). Yields the product O.O.N1=CC=CC2=C(C=CC=C12)N1N=CC(=C1C1CC1)C(=O)NC(=N)N ([1-(quinolin-5-yl)-5-cyclopropyl-1H-pyrazole-4-carbonyl]guanidine dihydrate). Yield: 75.7%. As a reaction SMILES: Cl.[NH2:2][C:3]([NH2:5])=[NH:4].C[O-:7].[Na+].[N:9]1[C:18]2[C:13](=[C:14]([N:19]3[C:23]([CH:24]4[CH2:26][CH2:25]4)=[C:22]([C:27]([O:29]CC)=[O:28])[CH:21]=[N:20]3)[CH:15]=[CH:16][CH:17]=2)[CH:12]=[CH:11][CH:10]=1>C(O)C>[OH2:28].[OH2:7].[N:9]1[C:18]2[C:13](=[C:14]([N:19]3[C:23]([CH:24]4[CH2:25][CH2:26]4)=[C:22]([C:27]([NH:4][C:3]([NH2:5])=[NH:2])=[O:29])[CH:21]=[N:20]3)[CH:15]=[CH:16][CH:17]=2)[CH:12]=[CH:11][CH:10]=1 |f:0.1,2.3,6.7.8|. Procedure details: A solution of guanidine hydrochloride (3.11 g, 32.6 mmol) in warm anhydrous ethanol (8 mL) under a nitrogen atmosphere was treated in one portion with sodium methoxide (1.76 g, 32.6 mmol). The resulting slurry was concentrated in vacuo. The residue was treated with anhydrous toluene (10 mL) and concentrated to dryness in vacuo (twice). Each time the vacuum was released to a nitrogen atmosphere. The residue was treated in one portion with ethyl 1-(quinolin-5-yl)-5-cyclopropyl-1H-pyrazole-4-carbox... Reactants: CC(=O)[O-], CC(=O)[O-], CC(C)(C)OC(=O)Cc1cc(Cl)ncc1C(F)(F)F, CC(C)(C)[O-], CN1CCNCC1, CCOC(C)=O, [Cl-], [NH4+], [Na+], C1COCCO1, [Pd+2]. Product: CN1CCN(c2cc(CC(=O)OC(C)(C)C)c(C(F)(F)F)cn2)CC1. RXN SMILES: [C:47]([O-:48])(=[O:49])[CH3:50].[C:52]([O-:53])(=[O:54])[CH3:55].[C:7]([CH3:8])([CH3:9])([CH3:10])[O:11][C:12]([CH2:13][c:14]1[cH:15][c:16]([Cl:24])[n:17][cH:18][c:19]1[C:20]([F:21])([F:22])[F:23])=[O:25].[CH3:1][C:2]([CH3:3])([O-:4])[CH3:5].[CH3:26][N:27]1[CH2:28][CH2:29][NH:30][CH2:31][CH2:32]1.[CH3:41][CH2:42][O:43][C:44]([CH3:45])=[O:46].[Cl-:33].[NH4+:34].[Na+:6].[O:35]1[CH2:36][CH2:37][O:38][CH2:39][CH2:40]1.[Pd+2:51]>>[C:7]([CH3:8])([CH3:9])([CH3:10])[O:11][C:12]([CH2:13][c:14]1[cH:15][c:16]([N:30]2[CH2:29][CH2:28][N:27]([CH3:26])[CH2:32][CH2:31]2)[n:17][cH:18][c:19]1[C:20]([F:21])([F:22])[F:23])=[O:25]. Starting materials: C(C)(=O)OCC (ethyl acetate), C(C=C)OC(=O)N1[C@@H](C[C@H](C1)O[Si](C)(C)C(C)(C)C)C(=O)O ((2S,4R)-1-allyloxycarbonyl-4-t-butyldimethylsilyloxy-2-carboxypyrrolidine), C1(CCCCC1)N=C=NC1CCCCC1 (dicyclohexylcarbodiimide), CC1(OC(=O)CC(=O)O1)C (Meldrum's acid). Reaction conditions: time 24 hour. The reagents and catalysts are CN(C1=CC=NC=C1)C (4-dimethylaminopyridine). Product: C(C)(=O)[C@H]1N(C[C@@H](C1)O[Si](C)(C)C(C)(C)C)C(=O)OCC=C ((2S,4R)-2-acetyl-1-allyloxycarbonyl-4-t-butyldimethylsilyloxypyrrolidine). Run in ClCCl (dichloromethane). Yield: 71.1%. Reaction SMILES: [CH2:1]([O:4][C:5]([N:7]1[CH2:11][C@H:10]([O:12][Si:13]([C:16]([CH3:19])([CH3:18])[CH3:17])([CH3:15])[CH3:14])[CH2:9][C@H:8]1[C:20](O)=[O:21])=[O:6])[CH:2]=[CH2:3].[CH:23]1(N=C=NC2CCCCC2)CCCCC1.CC1(C)OC(=O)CC(=O)O1.C(OCC)(=O)C>ClCCl.CN(C)C1C=CN=CC=1>[C:20]([C@@H:8]1[CH2:9][C@@H:10]([O:12][Si:13]([C:16]([CH3:18])([CH3:19])[CH3:17])([CH3:15])[CH3:14])[CH2:11][N:7]1[C:5]([O:4][CH2:1][CH:2]=[CH2:3])=[O:6])(=[O:21])[CH3:23]. Reported procedure: To a solution of (2S,4R)-1-allyloxycarbonyl-4-t-butyldimethylsilyloxy-2-carboxypyrrolidine (15 g) in dichloromethane (150 ml) were added dicyclohexylcarbodiimide (11.5 g), Meldrum's acid (8.0 g) and 4-dimethylaminopyridine (6.8 g) at 0° C. After stirring for 24 hours at ambient temperature, the resulting precipitate was removed by filtration. The filtrate was washed with 1N hydrochloric acid solution, and evaporated in vacuo. The residue was dissolved in a mixture of acetic acid (80 ml) and wate... The reactants are N1N=CC(=C1)\C=C\1/CN(CCC1=O)C(C1=CC=CC=C1)(C1=CC=CC=C1)C1=CC=CC=C1 ((E)-3-[(1H-pyrazol-4-yl)methylidene]-1-(triphenylmethyl)piperidin-4-one), C(C=C)(=O)OCC (ethyl acrylate), N12CCCCCC2=NCCC1 (1,8-diazabicyclo[5.4.0]undec-7-ene), [Cl-].[Na+] (sodium chloride). Solvent: C(C)#N (acetonitrile). Conditions: time 15 minute. Product: C(C)OC(=O)CCN1N=CC(=C1)\C=C\1/CN(CCC1=O)C(C1=CC=CC=C1)(C1=CC=CC=C1)C1=CC=CC=C1 ((E)-3-({1-[2-(ethoxycarbonyl)ethyl]-1H-pyrazol-4-yl}methylidene)-1-(triphenylmethyl)piperidin-4-one). The yield is 82.0%. Reaction SMILES: [NH:1]1[CH:5]=[C:4](/[CH:6]=[C:7]2\[CH2:8][N:9]([C:14]([C:27]3[CH:32]=[CH:31][CH:30]=[CH:29][CH:28]=3)([C:21]3[CH:26]=[CH:25][CH:24]=[CH:23][CH:22]=3)[C:15]3[CH:20]=[CH:19][CH:18]=[CH:17][CH:16]=3)[CH2:10][CH2:11][C:12]\2=[O:13])[CH:3]=[N:2]1.[C:33]([O:37][CH2:38][CH3:39])(=[O:36])[CH:34]=[CH2:35].N12CCCN=C1CCCCC2.[Cl-].[Na+]>C(#N)C>[CH2:38]([O:37][C:33]([CH2:34][CH2:35][N:1]1[CH:5]=[C:4](/[CH:6]=[C:7]2\[CH2:8][N:9]([C:14]([C:21]3[CH:22]=[CH:23][CH:24]=[CH:25][CH:26]=3)([C:15]3[CH:20]=[CH:19][CH:18]=[CH:17][CH:16]=3)[C:27]3[CH:32]=[CH:31][CH:30]=[CH:29][CH:28]=3)[CH2:10][CH2:11][C:12]\2=[O:13])[CH:3]=[N:2]1)=[O:36])[CH3:39] |f:3.4|. Reported procedure: To a solution of (E)-3-[(1H-pyrazol-4-yl)methylidene]-1-(triphenylmethyl)piperidin-4-one (Example 98(a), 6.0 g) in acetonitrile (100 ml) were added ethyl acrylate (4.7 ml) and 1,8-diazabicyclo[5.4.0]undec-7-ene (DBU) (6.4 ml). The resulting mixture was stirred at room temperature for 15 minutes, and the reaction was stopped by an addition of a saturated aqueous sodium chloride solution. The products were extracted with ethyl acetate. The organic layer was dried over anhydrous sodium sulfate, and...